This data is from the Open Reaction Database (ORD), a public repository of structured organic reaction records. The task is: describe an organic reaction: reactants, conditions, products, and yield Reactants: BrC=1NC=2C(=NC=CC2)N1 (bromoimidazo[4,5-b]pyridine), C(CCC)[Sn](C=C)(CCCC)CCCC (tributyl(vinyl)tin). The reagents and catalysts are C=1C=CC(=CC1)[P](C=2C=CC=CC2)(C=3C=CC=CC3)[Pd]([P](C=4C=CC=CC4)(C=5C=CC=CC5)C=6C=CC=CC6)([P](C=7C=CC=CC7)(C=8C=CC=CC8)C=9C=CC=CC9)[P](C=1C=CC=CC1)(C=1C=CC=CC1)C=1C=CC=CC1 (tetrakis(triphenylphosphine)palladium(0)). Solvent: C1(=CC=CC=C1)C (toluene). Product: C(=C)C=1NC=2C(=NC=CC2)N1 (vinylimidazo[4,5-b]pyridine). RXN SMILES: Br[C:2]1[NH:3][C:4]2[C:5]([N:10]=1)=[N:6][CH:7]=[CH:8][CH:9]=2.[CH2:11]([Sn](CCCC)(CCCC)C=C)[CH2:12]CC>C1(C)C=CC=CC=1.C1C=CC([P]([Pd]([P](C2C=CC=CC=2)(C2C=CC=CC=2)C2C=CC=CC=2)([P](C2C=CC=CC=2)(C2C=CC=CC=2)C2C=CC=CC=2)[P](C2C=CC=CC=2)(C2C=CC=CC=2)C2C=CC=CC=2)(C2C=CC=CC=2)C2C=CC=CC=2)=CC=1>[CH:11]([C:2]1[NH:3][C:4]2[C:5]([N:10]=1)=[N:6][CH:7]=[CH:8][CH:9]=2)=[CH2:12] |^1:36,38,57,76|. Reported procedure: A solution of bromoimidazo[4,5-b]pyridine (1 eq.), tributyl(vinyl)tin (1.5-3 eq.), and tetrakis(triphenylphosphine)palladium(0) (0.1 eq.) in toluene (deoxygenated with N2, 20 ml/mmol ml) is stirred under reflux for 4 h. Concentration in vacuo and chromatographic purification (EtOAc/hexane gradient) yields the corresponding vinylimidazo[4,5-b]pyridine. Starting materials: [Cr](=O)(=O)([O-])O[Cr](=O)(=O)[O-].[NH+]1=CC=CC=C1.[NH+]1=CC=CC=C1 (Pyridinium dichromate), [N+](=O)([O-])C1=C(C=CC=C1)C(O)C=1C=NC(=CC1)OC ((2-nitrophenyl)-(6-methoxypyridin-3-yl)methanol), O (water), C(C)(=O)OCC (ethyl acetate). The solvent is CN(C=O)C (dimethylformamide). Product: [N+](=O)([O-])C1=C(C=CC=C1)C(=O)C=1C=NC(=CC1)OC ((2-Nitrophenyl)-(6-methoxypyridin-3-yl)methanone). Isolated yield 95.7%. RXN SMILES: [Cr](O[Cr]([O-])(=O)=O)([O-])(=O)=O.[NH+]1C=CC=CC=1.[NH+]1C=CC=CC=1.[N+:22]([C:25]1[CH:30]=[CH:29][CH:28]=[CH:27][C:26]=1[CH:31]([C:33]1[CH:34]=[N:35][C:36]([O:39][CH3:40])=[CH:37][CH:38]=1)[OH:32])([O-:24])=[O:23].O.C(OCC)(=O)C>CN(C)C=O>[N+:22]([C:25]1[CH:30]=[CH:29][CH:28]=[CH:27][C:26]=1[C:31]([C:33]1[CH:34]=[N:35][C:36]([O:39][CH3:40])=[CH:37][CH:38]=1)=[O:32])([O-:24])=[O:23] |f:0.1.2|. Reported procedure: Pyridinium dichromate (18.7 g) was added to a stirred, cooled (0° C.) solution of (2-nitrophenyl)-(6-methoxypyridin-3-yl)methanol (2.0 g) in dimethylformamide (60 ml). After 2 hours at 0° C. water (100 ml) and ethyl acetate (50 ml) were added and the mixture allowed to warm to room temperature. The organic layer was separated and the aqueous extracted with ethyl acetate (3×100 ml). The combined organics were washed with water (2×100 ml) then brine (100 ml), dried (magnesium sulphate) then evapor... The reactants are C(C)(C)(C)OC(=O)NC1=NC(=CC=C1)C ((tert-butoxy)-N-(6-methyl(2-pyridyl))carboxamide), C(CCC)[Li] (n-butyl lithium), C(C=C)Br (allyl bromide). The solvent is O1CCCC1 (tetrahydrofuran). Conditions: temperature 25 celsius, time 1 hour. Yields the product C(C)(C)(C)OC(=O)NC1=NC(=CC=C1)CCC=C ((tert-butoxy)-N-(6-but-3-enyl(2-pyridyl))carboxamide). RXN SMILES: [C:1]([O:5][C:6]([NH:8][C:9]1[CH:14]=[CH:13][CH:12]=[C:11]([CH3:15])[N:10]=1)=[O:7])([CH3:4])([CH3:3])[CH3:2].[CH2:16]([Li])[CH2:17][CH2:18]C.C(Br)C=C>O1CCCC1>[C:1]([O:5][C:6]([NH:8][C:9]1[CH:14]=[CH:13][CH:12]=[C:11]([CH2:15][CH2:18][CH:17]=[CH2:16])[N:10]=1)=[O:7])([CH3:4])([CH3:3])[CH3:2]. Procedure: To a stirring solution of (tert-butoxy)-N-(6-methyl(2-pyridyl))carboxamide in tetrahydrofuran (0.1 M) was added n-butyl lithium (2.1 eq) at −78° C. and the solution was warmed to 25° C. and stirred for 1 hr. The solution was then cooled back down to −78° C. followed by addition of allyl bromide (1.5 eq) and continued strirring for 1 hr. The reaction was quenched with saturated ammonium chloride, diluted with ethyl acetate and separated. The organic layer was washed with brine and dried with magn... The reactants are C(C)OCC (diethyl ether), N1CCCCC1 (piperidine), CC(C(=O)OCC)C(=O)[O-] (ethyl methylmalonate), CC1([C@H]([C@@H]1C=O)C(=O)OC(C)(C)C)C (tert-butyl (±)-trans-2,2-dimethyl-3-formyl-cyclopropanecarboxylate). Solvent: C(C)(=O)OCC (ethyl acetate), CCCCCC (n-hexane), N1=CC=CC=C1 (pyridine). Reaction conditions: temperature 100 celsius, time 5 hour. The product is CC1([C@H]([C@@H]1\C=C(/C)\C(=O)OCC)C(=O)OC(C)(C)C)C (tert-butyl (±)-trans-2,2-dimethyl-3-{2-ethoxycarbonyl-(E)-1-propenyl}cyclopropanecarboxylate). Isolated yield 85.4%. As a reaction SMILES: [CH3:1][C:2]1([CH3:14])[C@@H:4]([CH:5]=O)[C@@H:3]1[C:7]([O:9][C:10]([CH3:13])([CH3:12])[CH3:11])=[O:8].N1CCCCC1.[CH3:21][CH:22](C([O-])=O)[C:23]([O:25][CH2:26][CH3:27])=[O:24].C(OCC)C>N1C=CC=CC=1.C(OCC)(=O)C.CCCCCC>[CH3:1][C:2]1([CH3:14])[C@@H:4](/[CH:5]=[C:22](/[C:23]([O:25][CH2:26][CH3:27])=[O:24])\[CH3:21])[C@@H:3]1[C:7]([O:9][C:10]([CH3:13])([CH3:12])[CH3:11])=[O:8]. Reported procedure: Under a nitrogen atmosphere, 0.306 g of tert-butyl (±)-trans-2,2-dimethyl-3-formyl-cyclopropanecarboxylate was dissolved in 3 mL of anhydrous pyridine. Two hundred sixty-three milligrams (0.263 mg) of piperidine and 0.352 g of ethyl methylmalonate was then added thereto, and the resulting mixture was stirred at a temperature of 100° C. for a time period of 5 hours. After the mixture was allowed to cool to room temperature, 100 mL of diethyl ether was added to said mixture and the resulting mixtu... Starting materials: Cl(=O)(=O)(=O)[O-].C(C)OC(=O)C=1C(=CCN2C1[NH+](C1=C2C=CC=C1)C)C (4-ethoxycarbonyl-3,5-dimethyl-5H-pyrido[1,2-a]benzimidazolium perchlorate), Cl (HCl), 1,2-dihydro. Run in CC(=O)N(C)C (DMA). Yields the product Cl(=O)(=O)(=O)[O-].CC=1C=C2[NH+](C3=C(N2CC1)C=CC=C3)C (3,5-Dimethyl-5H-pyrido[1,2-a]benzimidazolium perchlorate). RXN SMILES: [Cl:1]([O-:5])(=[O:4])(=[O:3])=[O:2].C(OC([C:11]1[C:12]([CH3:25])=[CH:13][CH2:14][N:15]2[C:19]3[CH:20]=[CH:21][CH:22]=[CH:23][C:18]=3[NH+:17]([CH3:24])[C:16]=12)=O)C.Cl>CC(N(C)C)=O>[Cl:1]([O-:5])(=[O:4])(=[O:3])=[O:2].[CH3:25][C:12]1[CH:11]=[C:16]2[N:15]([CH2:14][CH:13]=1)[C:19]1[CH:20]=[CH:21][CH:22]=[CH:23][C:18]=1[NH+:17]2[CH3:24] |f:0.1,4.5|. Procedure details: The same material is also prepared from 4-ethoxycarbonyl-3,5-dimethyl-5H-pyrido[1,2-a]benzimidazolium perchlorate by boiling in DMA containing HCl as described for the 1,2-dihydro compound. Reactants: C1(CC1)NC(=O)NC1=CC(=C(C=C1)OC1=C2C(=NC=C1)C=C(S2)C2=NC=C(C=C2)C=O)F (1-cyclopropyl-3-(3-fluoro-4-(2-(5-formylpyridin-2-yl)thieno[3,2-b]pyridin-7-yloxy)phenyl)urea), O1CCN(CC1)CCOC1=CC=C(N)C=C1 (4-(2-morpholinoethoxy)aniline), C(CCC)[Sn](CCCC)(Cl)Cl (dibutyltin dichloride), C1(=CC=CC=C1)[SiH3] (phenylsilane). Solvent: [Cl-].[Na+].O (brine), CN(C)C=O (DMF), CN(C)C=O (DMF). Run at time 3 hour. The product is C1(CC1)NC(=O)NC1=CC(=C(C=C1)OC1=C2C(=NC=C1)C=C(S2)C2=NC=C(C=C2)CNC2=CC=C(C=C2)OCCN2CCOCC2)F (1-Cyclopropyl-3-(3-fluoro-4-(2-(5-((4-(2-morpholinoethoxy)phenylamino)methyl)pyridin-2-yl)thieno[3,2-b]pyridin-7-yloxy)phenyl)urea). The yield is 59.1%. Reaction SMILES: [CH:1]1([NH:4][C:5]([NH:7][C:8]2[CH:13]=[CH:12][C:11]([O:14][C:15]3[CH:20]=[CH:19][N:18]=[C:17]4[CH:21]=[C:22]([C:24]5[CH:29]=[CH:28][C:27]([CH:30]=O)=[CH:26][N:25]=5)[S:23][C:16]=34)=[C:10]([F:32])[CH:9]=2)=[O:6])[CH2:3][CH2:2]1.[O:33]1[CH2:38][CH2:37][N:36]([CH2:39][CH2:40][O:41][C:42]2[CH:48]=[CH:47][C:45]([NH2:46])=[CH:44][CH:43]=2)[CH2:35][CH2:34]1.C([Sn](Cl)(Cl)CCCC)CCC.C1([SiH3])C=CC=CC=1>CN(C=O)C.[Cl-].[Na+].O>[CH:1]1([NH:4][C:5]([NH:7][C:8]2[CH:13]=[CH:12][C:11]([O:14][C:15]3[CH:20]=[CH:19][N:18]=[C:17]4[CH:21]=[C:22]([C:24]5[CH:29]=[CH:28][C:27]([CH2:30][NH:46][C:45]6[CH:47]=[CH:48][C:42]([O:41][CH2:40][CH2:39][N:36]7[CH2:35][CH2:34][O:33][CH2:38][CH2:37]7)=[CH:43][CH:44]=6)=[CH:26][N:25]=5)[S:23][C:16]=34)=[C:10]([F:32])[CH:9]=2)=[O:6])[CH2:3][CH2:2]1 |f:5.6.7|. Procedure: To a solution of the aldehyde 47 (0.161 g, 0.359 mmol), 4-(2-morpholinoethoxy)aniline (0.120 g, 0.540 mmol), and dibutyltin dichloride (0.197 g, 0.648 mmol) in DMF (5 mL) was added a solution of phenylsilane (0.047 g, 0.434 mmol) in DMF (2 mL). The reaction mixture was stirred for 3 hours at RT and treated with a mixture of brine/sat. NAHCO3 solution. A precipitate was formed which was collected by filtration, washed with water and dried. Crude material was purified by flash column chromatograph... As a reaction SMILES: [Al+3:31].[CH3:11][O:12][c:13]1[cH:14][cH:15][c:16](-[c:19]2[cH:20][c:21]3[c:22]([s:23]2)[cH:24][c:25]([O:28][CH3:29])[cH:26][cH:27]3)[cH:17][cH:18]1.[CH3:1][c:2]1[cH:3][c:4]([C:5](=[O:6])[Cl:7])[cH:8][cH:9][cH:10]1.[Cl-:30].[Cl-:32].[Cl-:33]>>[CH3:1][c:2]1[cH:3][c:4]([C:5](=[O:6])[c:20]2[c:19](-[c:16]3[cH:15][cH:14][c:13]([O:12][CH3:11])[cH:18][cH:17]3)[s:23][c:22]3[c:21]2[cH:27][cH:26][c:25]([O:28][CH3:29])[cH:24]3)[cH:8][cH:9][cH:10]1. Product: COc1ccc(-c2sc3cc(OC)ccc3c2C(=O)c2cccc(C)c2)cc1. Reactants: [Al+3], COc1ccc(-c2cc3ccc(OC)cc3s2)cc1, Cc1cccc(C(=O)Cl)c1, [Cl-], [Cl-], [Cl-].